Dataset: the Open Reaction Database (ORD), a public repository of structured organic reaction records. Task: describe an organic reaction: reactants, conditions, products, and yield The product is C(C1=CC=CC=C1)OC(=O)N[C@@H](COCC)C(=O)OC (Methyl N—[(benzyloxy)carbonyl]-O-ethyl-L-serinate). Reported procedure: To a stirred solution of (S)-1-benzyl 2-methyl aziridine-1,2-dicarboxylate (prepared according to the literature procedure: Org. Biomol. Chem., 2005, 3, 3357, 2.7 g, 11.4 mmol) in dichloromethane (30 mL), boron trifluoride etherate (0.01 mL, 0.11 mmol) was added at 0° C. followed by absolute ethanol (1.05 g, 22.9 mmol). The reaction mixture was stirred at room temperature for an hour, after which the solution was quenched with saturated bicarbonate solution (2 mL), extracted with dichloromethane... As a reaction SMILES: [N@:1]1([C:8]([O:10][CH2:11][C:12]2[CH:17]=[CH:16][CH:15]=[CH:14][CH:13]=2)=[O:9])[CH2:3][CH:2]1[C:4]([O:6][CH3:7])=[O:5].B(F)(F)F.[CH3:22][CH2:23][O:24]CC.C(O)C>ClCCl>[CH2:11]([O:10][C:8]([NH:1][C@H:2]([C:4]([O:6][CH3:7])=[O:5])[CH2:3][O:24][CH2:23][CH3:22])=[O:9])[C:12]1[CH:13]=[CH:14][CH:15]=[CH:16][CH:17]=1 |f:1.2|. The solvent is ClCCl (dichloromethane). Reactants: [N@]1(C(C1)C(=O)OC)C(=O)OCC1=CC=CC=C1 ((S)-1-benzyl 2-methyl aziridine-1,2-dicarboxylate), B(F)(F)F.CCOCC (boron trifluoride etherate), C(C)O (ethanol). The reactants are Cl (hydrochloric acid), C([O-])([O-])=O.[K+].[K+] (Potassium carbonate), C(C1=CC=CC=C1)Br (benzyl bromide), OC1=C(C(=O)OC)C=CC(=C1)I (methyl 2-hydroxy-4-iodobenzoate). The solvent is C(C)(=O)OCC (ethyl acetate), CN(C(C)=O)C (N,N-dimethylacetamide). Reaction conditions: temperature 80 celsius, time 1 hour. Yields the product C(C1=CC=CC=C1)OC1=C(C(=O)OC)C=CC(=C1)I (methyl 2-(benzyloxy)-4-iodobenzoate). As a reaction SMILES: C(=O)([O-])[O-].[K+].[K+].[CH2:7](Br)[C:8]1[CH:13]=[CH:12][CH:11]=[CH:10][CH:9]=1.[OH:15][C:16]1[CH:25]=[C:24]([I:26])[CH:23]=[CH:22][C:17]=1[C:18]([O:20][CH3:21])=[O:19].Cl>C(OCC)(=O)C.CN(C)C(=O)C>[CH2:7]([O:15][C:16]1[CH:25]=[C:24]([I:26])[CH:23]=[CH:22][C:17]=1[C:18]([O:20][CH3:21])=[O:19])[C:8]1[CH:13]=[CH:12][CH:11]=[CH:10][CH:9]=1 |f:0.1.2|. Procedure details: Potassium carbonate (1.9 g) and benzyl bromide (1.2 mL) were sequentially added to an N,N-dimethylacetamide (20 mL) solution of methyl 2-hydroxy-4-iodobenzoate (2.5 g), followed by stirring at 80° C. for 1 hour. The reaction mixture was cooled to room temperature, and then 1 mol/L hydrochloric acid and ethyl acetate were added thereto. The organic layer was separated, washed with 1 mol/L hydrochloric acid and a saturated aqueous solution of sodium chloride sequentially, and dried over anhydrous ... Reactants: C1(CC1)S(=O)(=O)NC(=O)[C@@]12C[C@H]1\C=C/CCCCC[C@@H]1NC(O[C@@H]3CCC[C@H]3CCC/C=C/C3=NC4=CC=CC=C4C=C3O[C@H]3CN([C@H](C(N2)=O)C3)C1=O)=O ((3R,15E,20R,24R,28S,34Z,36S,38R,41S)—N-(Cyclopropylsulfonyl)-26,40,42-trioxo-4,25-dioxa-1,13,27,39-tetraazaheptacyclo[26.13.1.13,41.05,14.07,12.020,24.036,38]tritetraconta-5,7,9,11,13,15,34-heptaene-38-carboxamide), BiCl3, [BH4-].[Na+] (NaBH4). Run in CCO (EtOH). Conditions: temperature 40 celsius. Product: C1(CC1)S(=O)(=O)NC(=O)[C@@]12C[C@H]1\C=C/CCCCC[C@@H]1NC(O[C@@H]3CCC[C@H]3CCCCCC3=NC4=CC=CC=C4C=C3O[C@H]3CN([C@H](C(N2)=O)C3)C1=O)=O ((3R,20R,24R,28S,34Z,36S,38R,41S)—N-(Cyclopropylsulfonyl)-26,40,42-Trioxo-4,25-dioxa-1,13,27,39-tetraazaheptacyclo[26.13.1.13,41.05,14.07,12.020,24.036,38]tritetraconta-5,7,9,11,13,34-hexaene-38-carboxamide). As a reaction SMILES: [CH:1]1([S:4]([NH:7][C:8]([C@:10]23[NH:50][C:49](=[O:51])[C@@H:48]4[CH2:52][C@@H:45]5[CH2:46][N:47]4[C:53](=[O:54])[C@@H:20]([NH:21][C:22](=[O:55])[O:23][C@H:24]4[C@H:28]([CH2:29][CH2:30][CH2:31][CH:32]=[CH:33][C:34]6[C:43]([O:44]5)=[CH:42][C:41]5[C:36](=[CH:37][CH:38]=[CH:39][CH:40]=5)[N:35]=6)[CH2:27][CH2:26][CH2:25]4)[CH2:19][CH2:18][CH2:17][CH2:16][CH2:15][CH:14]=[CH:13][C@@H:12]2[CH2:11]3)=[O:9])(=[O:6])=[O:5])[CH2:3][CH2:2]1.[BH4-].[Na+]>CCO>[CH:1]1([S:4]([NH:7][C:8]([C@:10]23[NH:50][C:49](=[O:51])[C@@H:48]4[CH2:52][C@@H:45]5[CH2:46][N:47]4[C:53](=[O:54])[C@@H:20]([NH:21][C:22](=[O:55])[O:23][C@H:24]4[C@H:28]([CH2:29][CH2:30][CH2:31][CH2:32][CH2:33][C:34]6[C:43]([O:44]5)=[CH:42][C:41]5[C:36](=[CH:37][CH:38]=[CH:39][CH:40]=5)[N:35]=6)[CH2:27][CH2:26][CH2:25]4)[CH2:19][CH2:18][CH2:17][CH2:16][CH2:15][CH:14]=[CH:13][C@@H:12]2[CH2:11]3)=[O:9])(=[O:5])=[O:6])[CH2:3][CH2:2]1 |f:1.2|. Procedure details: To a 0° C. solution of the compound from Step 6 (26 mg, 0.034 mmol) in EtOH (20 mL) was added BiCl3 (154 mg, 0.487 mmol) and then NaBH4 (363 mg, 9.61 mmol). The mixture was then warmed to 40° C. for 15 minutes. The black solids were then filtered off and washed with EtOH. 1N HCl was then added to quench the mixture at 0° C.; the EtOH was then removed in vacuo; and the pH was adjusted to ˜4. The mixture was then extracted with EtOAc (2×), dried over MgSO4, and the solvent was removed in vacuo to ... Run at time 18 hour. The reactants are O (water), C([O-])([O-])=O.[K+].[K+] (potassium carbonate), C1(=CC=C(C=C1)N1C(NC(C12CCCCC2)=O)=O)C (1-p-tolyl-1,3-diazaspiro[4.5]decane-2,4-dione), BrCC(=O)OCC (ethyl bromoacetate). Reported procedure: 17.9 g (0.130 mol; 1.1 eq.) of potassium carbonate are added to a solution of 30.4 g (0.117 mol; 1 eq.) of 1-p-tolyl-1,3-diazaspiro[4.5]decane-2,4-dione in 150 ml of DMF, and 16 ml (0.141 mol; 1.2 eq.) of ethyl bromoacetate are then added dropwise to the reaction medium. The cream-coloured reaction medium suspension is stirred at room temperature for 18 hours. The reaction medium is poured into 300 ml of water and the white precipitate is filtered off, rinsed with water and then dried in an oven... Run in CN(C)C=O (DMF). RXN SMILES: C(=O)([O-])[O-].[K+].[K+].[C:7]1([CH3:25])[CH:12]=[CH:11][C:10]([N:13]2[C:17]3([CH2:22][CH2:21][CH2:20][CH2:19][CH2:18]3)[C:16](=[O:23])[NH:15][C:14]2=[O:24])=[CH:9][CH:8]=1.Br[CH2:27][C:28]([O:30][CH2:31][CH3:32])=[O:29].O>CN(C=O)C>[CH2:31]([O:30][C:28](=[O:29])[CH2:27][N:15]1[C:16](=[O:23])[C:17]2([CH2:22][CH2:21][CH2:20][CH2:19][CH2:18]2)[N:13]([C:10]2[CH:9]=[CH:8][C:7]([CH3:25])=[CH:12][CH:11]=2)[C:14]1=[O:24])[CH3:32] |f:0.1.2|. Product: C(C)OC(CN1C(N(C2(C1=O)CCCCC2)C2=CC=C(C=C2)C)=O)=O ((2,4-dioxo-1-p-tolyl-1,3-diaza-spiro[4.5]dec-3-yl)acetic acid ethyl ester). The reactants are ClC(Cl)Cl, CC(C)O, O=[N+]([O-])[N+](=O)[O-], O=C(O)c1cc2c(-c3ccccc3)coc2c2ccccc12. Product: O=C(O)c1cc2c(-c3ccccc3)c([N+](=O)[O-])oc2c2ccccc12. Reaction SMILES: [CH:23]([Cl:24])([Cl:25])[Cl:26].[CH:33]([OH:34])([CH3:35])[CH3:36].[O-:27][N+:28](=[O:29])[N+:30](=[O:31])[O-:32].[c:1]1(-[c:7]2[c:8]3[c:9]([o:10][cH:11]2)[c:12]2[cH:13][cH:14][cH:15][cH:16][c:17]2[c:18]([C:20](=[O:21])[OH:22])[cH:19]3)[cH:2][cH:3][cH:4][cH:5][cH:6]1>>[c:1]1(-[c:7]2[c:8]3[c:9]([o:10][c:11]2[N+:28](=[O:27])[O-:29])[c:12]2[cH:13][cH:14][cH:15][cH:16][c:17]2[c:18]([C:20](=[O:21])[OH:22])[cH:19]3)[cH:2][cH:3][cH:4][cH:5][cH:6]1. Starting materials: FC1=CC=C(CN(C2=NC=CC=C2)CCN(CCCCCCCN)C)C=C1 (N-[2-[N-(4-fluorobenzyl)-N-(2-pyridyl)amino]ethyl]-N-methyl-1,7-heptanediamine), C(=O)(N1C=NC=C1)N1C=NC=C1 (1,1'-carbonyldiimidazole), N(C(=N)N)C=1SC=C(N1)CSCCN (2-[[(2-guanidino-4-thiazolyl)methyl]thio]ethaneamine). The product is FC1=CC=C(CN(C2=NC=CC=C2)CCN(C)CCCCCCCNC(=O)NCCSCC=2N=C(SC2)NC(=N)N)C=C1 (N-[7-[N-[2-[N-(4-fluorobenzyl)-N-(2-pyridyl)amino]ethyl]-N-methylamino]heptyl]-N'-[2-[[(2-guanidino-4-thiazolyl)methyl]thio]ethyl]urea). As a reaction SMILES: [F:1][C:2]1[CH:27]=[CH:26][C:5]([CH2:6][N:7]([CH2:14][CH2:15][N:16]([CH3:25])[CH2:17][CH2:18][CH2:19][CH2:20][CH2:21][CH2:22][CH2:23][NH2:24])[C:8]2[CH:13]=[CH:12][CH:11]=[CH:10][N:9]=2)=[CH:4][CH:3]=1.[C:28](N1C=CN=C1)(N1C=CN=C1)=[O:29].[NH:40]([C:44]1[S:45][CH:46]=[C:47]([CH2:49][S:50][CH2:51][CH2:52][NH2:53])[N:48]=1)[C:41]([NH2:43])=[NH:42]>>[F:1][C:2]1[CH:27]=[CH:26][C:5]([CH2:6][N:7]([CH2:14][CH2:15][N:16]([CH2:17][CH2:18][CH2:19][CH2:20][CH2:21][CH2:22][CH2:23][NH:24][C:28]([NH:53][CH2:52][CH2:51][S:50][CH2:49][C:47]2[N:48]=[C:44]([NH:40][C:41]([NH2:43])=[NH:42])[S:45][CH:46]=2)=[O:29])[CH3:25])[C:8]2[CH:13]=[CH:12][CH:11]=[CH:10][N:9]=2)=[CH:4][CH:3]=1. Reported procedure: Preparation is effected analogously to Example 63, using 0.59 g (1.6 mmol) of N-[2-[N-(4-fluorobenzyl)-N-(2-pyridyl)amino]ethyl]-N-methyl-1,7-heptanediamine and the equimolar amounts of 1,1'-carbonyldiimidazole and 2-[[(2-guanidino-4-thiazolyl)methyl]thio]ethaneamine as starting materials. Working up by chromatography analogously to Example 63 yields the purified title compound in the form of a viscous oil; MS (+FAB method): m/z (rel. int. [%])=630 ([M+H]+, 3), 109 (100); IR (KBr): 1666 cm-1 (C=...